Dataset: the Open Reaction Database (ORD), a public repository of structured organic reaction records. Task: describe an organic reaction: reactants, conditions, products, and yield The reactants are C(#N)C1=CC=C(NC=2SC3=C(C(N2)=O)C=CC=N3)C=C1 (2-(4-cyanoanilino)-4H-pyrido[3,2-e]-1,3-thiazin-4-one), [H-].[Li+] (lithium hydride), C(CC)I (propyl iodide). The product is C(#N)C1=CC=C(C=C1)N=C1SC2=C(C(N1CCC)=O)C=CC=N2 (2-[(4-cyanophenyl)imino]-2,3-dihydro-3-propyl-4H-pyrido[3,2-e]-1,3-thiazin-4-one). Isolated yield 70.9%. RXN SMILES: [C:1]([C:3]1[CH:20]=[CH:19][C:6]([NH:7][C:8]2[S:9][C:10]3[N:18]=[CH:17][CH:16]=[CH:15][C:11]=3[C:12](=[O:14])[N:13]=2)=[CH:5][CH:4]=1)#[N:2].[H-].[Li+].[CH2:23](I)[CH2:24][CH3:25]>>[C:1]([C:3]1[CH:20]=[CH:19][C:6]([N:7]=[C:8]2[N:13]([CH2:23][CH2:24][CH3:25])[C:12](=[O:14])[C:11]3[CH:15]=[CH:16][CH:17]=[N:18][C:10]=3[S:9]2)=[CH:5][CH:4]=1)#[N:2] |f:1.2|. Procedure: The reaction procedure of Example 11 was followed except that 900 mg (3.21 mmol) of 2-(4-cyanoanilino)-4H-pyrido[3,2-e]-1,3-thiazin-4-one, 42 mg of lithium hydride and 655 mg of propyl iodide were used. The resulting residue was then purified through silica gel column chromatography (eluant: chloroform) to obtain 734 mg of 2-[(4-cyanophenyl)imino]-2,3-dihydro-3-propyl-4H-pyrido[3,2-e]-1,3-thiazin-4-one (71%, recrystallized from a mixture of ether and hexane) as a low polarity substance and 100 m... Yields the product FC1=CC(=C(C(=C1)C1=C(C=CC=C1)C1=CC=CC=C1)O)C=CC (5-fluoro-2′-phenyl-3-(prop-1-enyl)biphenyl-2-ol). Isolated yield 93.2%. The solvent is C(Cl)Cl (methylene chloride). Procedure: Treatment of 3-allyl-5-fluoro-2′-phenylbiphenyl-2-ol (3.0 g, 9.8 mmol) in methylene chloride (100 mL) with dichlorobis(acetonitrile)palladium (II) (0.50 g, 1.93 mmol) according to the procedure described for Example 69, Step 5 provided 2.78 g (93%) of 5-fluoro-2′-phenyl-3-(prop-1-enyl)biphenyl-2-ol as a pale yellow oil. The reactants are C(C=C)C1=C(C(=CC(=C1)F)C1=C(C=CC=C1)C1=CC=CC=C1)O (3-allyl-5-fluoro-2′-phenylbiphenyl-2-ol). The reagents and catalysts are CC1=C([P](C2=C(C)C=CC=C2)([Pd]([P](C3=C(C)C=CC=C3)(C4=C(C)C=CC=C4)C(C=CC=C5)=C5C)(Cl)Cl)C6=C(C)C=CC=C6)C=CC=C1 (dichlorobis(tri-o-tolylphosphine)palladium). As a reaction SMILES: [CH2:1]([C:4]1[CH:9]=[C:8]([F:10])[CH:7]=[C:6]([C:11]2[CH:16]=[CH:15][CH:14]=[CH:13][C:12]=2[C:17]2[CH:22]=[CH:21][CH:20]=[CH:19][CH:18]=2)[C:5]=1[OH:23])[CH:2]=[CH2:3]>C(Cl)Cl.CC1C=CC=CC=1[P](C1C=CC=CC=1C)([Pd](Cl)(Cl)[P](C1=C(C)C=CC=C1)(C1C=CC=CC=1C)C1C=CC=CC=1C)C1C=CC=CC=1C>[F:10][C:8]1[CH:7]=[C:6]([C:11]2[CH:16]=[CH:15][CH:14]=[CH:13][C:12]=2[C:17]2[CH:18]=[CH:19][CH:20]=[CH:21][CH:22]=2)[C:5]([OH:23])=[C:4]([CH:1]=[CH:2][CH3:3])[CH:9]=1 |^1:33,44|. The reactants are C(C)(=O)OCC1=NC=CC(=C1C)OCC (2-acetoxymethyl-3-methyl-4-ethoxy-pyridine), aqueous solution, [OH-].[Na+] (sodium hydroxide). Run in C1(=CC=CC=C1)C (toluene). Product: OCC1=NC=CC(=C1C)OCC (2-hydroxymethyl-3-methyl-4-ethoxy-pyridine). Isolated yield 47.5%. Reaction SMILES: C([O:4][CH2:5][C:6]1[C:11]([CH3:12])=[C:10]([O:13][CH2:14][CH3:15])[CH:9]=[CH:8][N:7]=1)(=O)C.[OH-].[Na+]>C1(C)C=CC=CC=1>[OH:4][CH2:5][C:6]1[C:11]([CH3:12])=[C:10]([O:13][CH2:14][CH3:15])[CH:9]=[CH:8][N:7]=1 |f:1.2|. Reported procedure: 28.2 g of 2-acetoxymethyl-3-methyl-4-ethoxy-pyridine was added dropwise to a 25% aqueous solution of sodium hydroxide, and the mixture was allowed to react for one hour at room temperature. Subsequently, the reaction liquid was diluted with toluene, and then the toluene phase was washed with water, dried over anhydrous magnesium sulfate, and then concentrated to dryness, to obtain 10.7 g of 2-hydroxymethyl-3-methyl-4-ethoxy-pyridine as an oily matter. Reactants: C(C)(C)(C)OC(=O)N[C@@H](CC(N)=O)C(=O)N[C@H]([C@@H](C(=O)N1[C@H](C(=O)NC(C)(C)C)C[C@@H](C1)Cl)O)CC1=CC=CC=C1 ((4S)-1-[(2S,3S)-3-(N2 -t-Butoxycarbonyl-L-asparaginyl)amino-2-hydroxy-4-phenylbutyryl]-4-chloro-N-t-butyl-L-prolinamide), COC1=CC=CC=2C=C(OC21)C(=O)O (7-methoxy-2-benzofurancarboxylic acid). The product is COC1=CC=CC=2C=C(OC21)C(=O)N[C@@H](CC(N)=O)C(=O)N[C@H]([C@@H](C(=O)N2[C@H](C(=O)NC(C)(C)C)C[C@@H](C2)Cl)O)CC2=CC=CC=C2 ((4S)-1-{(2S,3S)-3-(N2 -(7-Methoxy-2-benzofurancarbonyl)-L-asparaginyl]amino-2-hydroxy-4-phenylbutyryl}-4-chloro-N-t-butyl-L-prolinamide). The yield is 65.4%. Reaction SMILES: C(O[C:6]([NH:8][C@H:9]([C:14]([NH:16][C@@H:17]([CH2:35][C:36]1[CH:41]=[CH:40][CH:39]=[CH:38][CH:37]=1)[C@H:18]([OH:34])[C:19]([N:21]1[CH2:32][C@@H:31]([Cl:33])[CH2:30][C@H:22]1[C:23]([NH:25][C:26]([CH3:29])([CH3:28])[CH3:27])=[O:24])=[O:20])=[O:15])[CH2:10][C:11](=[O:13])[NH2:12])=[O:7])(C)(C)C.[CH3:42][O:43][C:44]1[C:52]2[O:51][C:50](C(O)=O)=[CH:49][C:48]=2[CH:47]=[CH:46][CH:45]=1>>[CH3:42][O:43][C:44]1[C:52]2[O:51][C:50]([C:6]([NH:8][C@H:9]([C:14]([NH:16][C@@H:17]([CH2:35][C:36]3[CH:37]=[CH:38][CH:39]=[CH:40][CH:41]=3)[C@H:18]([OH:34])[C:19]([N:21]3[CH2:32][C@@H:31]([Cl:33])[CH2:30][C@H:22]3[C:23]([NH:25][C:26]([CH3:29])([CH3:27])[CH3:28])=[O:24])=[O:20])=[O:15])[CH2:10][C:11](=[O:13])[NH2:12])=[O:7])=[CH:49][C:48]=2[CH:47]=[CH:46][CH:45]=1. Procedure: Following a procedure similar to that described in Example 16, but using 155 mg (0.26 mmol) of (4S)-1-[(2S,3S)-3-(N2 -t-butoxycarbonyl-L-asparaginyl)amino-2-hydroxy-4-phenylbutyryl]-4-chloro-N-t-butyl-L-prolinamide (prepared as described in Example 65) and 50 mg (0.26 mmol) of 7-methoxy-2-benzofurancarboxylic acid, 114 mg of the title compound were obtained as a colorless powder, melting at 125°-136° C. The reactants are C([O-])([O-])=O.[Cs+].[Cs+] (caesium carbonate), ClCCl (dichloromethane), ClC1=NC=C(C(=N1)Cl)C(F)(F)F (2,4-dichloro-5-trifluoromethylpyrimidine), NC1=C(C=C(C(=O)OCC2=CC=CC=C2)C=C1)OC (benzyl 4-amino-3-methoxybenzoate). The solvent is O1CCOCC1 (dioxane), CO (methanol). Reaction conditions: temperature 100 celsius, time 30 hour. Yields the product C(C1=CC=CC=C1)OC(=O)C1=CC(=C(C=C1)NC1=NC=C(C(=N1)Cl)C(F)(F)F)OC (2-(4-benzyloxycarbonyl-2-methoxy-phenylamino)-4-chloro-5-trifluoromethyl-pyrimidine). Reaction SMILES: Cl[C:2]1[N:7]=[C:6]([Cl:8])[C:5]([C:9]([F:12])([F:11])[F:10])=[CH:4][N:3]=1.C(=O)([O-])[O-].[Cs+].[Cs+].[NH2:19][C:20]1[CH:35]=[CH:34][C:23]([C:24]([O:26][CH2:27][C:28]2[CH:33]=[CH:32][CH:31]=[CH:30][CH:29]=2)=[O:25])=[CH:22][C:21]=1[O:36][CH3:37].ClCCl>O1CCOCC1.CO>[CH2:27]([O:26][C:24]([C:23]1[CH:34]=[CH:35][C:20]([NH:19][C:2]2[N:7]=[C:6]([Cl:8])[C:5]([C:9]([F:12])([F:11])[F:10])=[CH:4][N:3]=2)=[C:21]([O:36][CH3:37])[CH:22]=1)=[O:25])[C:28]1[CH:29]=[CH:30][CH:31]=[CH:32][CH:33]=1 |f:1.2.3|. Procedure details: 2 g (9.217 mmol) 2,4-dichloro-5-trifluoromethylpyrimidine are dissolved in 4 ml dioxane and combined with 6.01 g (18.430 mmol) caesium carbonate and 2.16 g (7.363 mmol) benzyl 4-amino-3-methoxybenzoate (WO 9825901). This suspension is stirred for 30 h at 100° C. The suspension is combined with 50 ml dichloromethane and methanol and filtered to remove the insoluble constituents. The solvent is eliminated in vacuo and the residue is purified by column chromatography. The carrier used is silica gel... Reactants: CN, COc1ccc(C2CN(C)Cc3sc(C=O)cc32)cc1, C1CCOC1. The product is CNCc1cc2c(s1)CN(C)CC2c1ccc(OC)cc1. As a reaction SMILES: [CH3:21][NH2:22].[CH:1](=[O:2])[c:3]1[cH:4][c:5]2[c:6]([s:20]1)[CH2:7][N:8]([CH3:19])[CH2:9][CH:10]2[c:11]1[cH:12][cH:13][c:14]([O:17][CH3:18])[cH:15][cH:16]1.[O:23]1[CH2:24][CH2:25][CH2:26][CH2:27]1>>[CH2:1]([c:3]1[cH:4][c:5]2[c:6]([s:20]1)[CH2:7][N:8]([CH3:19])[CH2:9][CH:10]2[c:11]1[cH:12][cH:13][c:14]([O:17][CH3:18])[cH:15][cH:16]1)[NH:22][CH3:21].